Dataset: the Open Reaction Database (ORD), a public repository of structured organic reaction records. Task: describe an organic reaction: reactants, conditions, products, and yield Starting materials: [OH-].[Na+] (NaOH), [N+](=O)([O-])C1=CC2=C(CCCCC2)C=C1N (3-Nitro-6,7,8,9-tetrahydro-5H-benzo[a]cyclohepten-2-amine), N#CN (cyanamide), [CH]Cl (cHCl). The solvent is O (water). Run at temperature 50 celsius, time 3 hour. The product is [N+]1(=NC(=NC2=C1C=C1C(=C2)CCCCC1)N)[O-] (7,8,9,10-Tetrahydro-6H-cyclohepta[g][1,2,4]benzotriazin-3-amine 1 Oxide). Isolated yield 10.3%. Reaction SMILES: [N+:1]([C:4]1[C:14]([NH2:15])=[CH:13][C:7]2[CH2:8][CH2:9][CH2:10][CH2:11][CH2:12][C:6]=2[CH:5]=1)([O-])=[O:2].[N:16]#[C:17][NH2:18].[CH]Cl.[OH-].[Na+]>O>[N+:1]1([O-:2])[C:4]2[CH:5]=[C:6]3[CH2:12][CH2:11][CH2:10][CH2:9][CH2:8][C:7]3=[CH:13][C:14]=2[N:15]=[C:17]([NH2:18])[N:16]=1 |f:3.4,^3:18|. Procedure: A mixture of nitroaniline 185 (2.26 g, 11.0 mmol) and cyanamide (1.84 g, 43.8 mmol) were mixed together at 100° C., cooled to 50° C., cHCl (10 mL) added carefully and the mixture heated at 100° C. for 4 h. The mixture was cooled to 50° C., 7.5 M NaOH solution added until the mixture was strongly basic and the mixture stirred at 100° C. for 3 h. The mixture was cooled, diluted with water (100 mL), filtered, washed with water (3×20 mL), washed with ether (10 mL) and dried. The residue as purified ... Reactants: ketone, C1=CC=C(C=C1)CC2=CC=CC=C2Br (2-bromodiphenylmethane), solution, C(CCC)[Li] (n-butyllithium), resultant solution, resultant solution, CN(C1CCC(CC1)=O)C (4-dimethylaminocyclohexanone), C(CCC)[Li] (n-butyllithium), O (water). The solvent is CCCCCC (hexane), O1CCCC1 (THF), O1CCCC1 (tetrahydrofuran), O1CCCC1 (THF), CCCCCC (hexane). Conditions: temperature 0 celsius. Product: C1(=CC=CC=C1)CC1=C(C=CC=C1)C1(CCC(CC1)N(C)C)O (1-[2-(phenylmethyl)phenyl]-4-dimethylaminocyclohexanol). Isolated yield 30.6%. Reaction SMILES: [CH:1]1[CH:6]=[CH:5][C:4]([CH2:7][C:8]2[C:13](Br)=[CH:12][CH:11]=[CH:10][CH:9]=2)=[CH:3][CH:2]=1.C([Li])CCC.[CH3:20][N:21]([CH3:29])[CH:22]1[CH2:27][CH2:26][C:25](=[O:28])[CH2:24][CH2:23]1.O>CCCCCC.O1CCCC1>[C:4]1([CH2:7][C:8]2[CH:9]=[CH:10][CH:11]=[CH:12][C:13]=2[C:25]2([OH:28])[CH2:26][CH2:27][CH:22]([N:21]([CH3:29])[CH3:20])[CH2:23][CH2:24]2)[CH:5]=[CH:6][CH:1]=[CH:2][CH:3]=1. Procedure details: To 24.7 g of 2-bromodiphenylmethane and 100 ml of dry tetrahydrofuran (THF, hereinafter) is added 55 ml of 2.4 molar solution of n-butyllithium in hexane dropwise with stirring at -40° to 50° C. under a dry nitrogen atmosphere. The resultant solution is stirred one hour after addition of the n-butyllithium is completed. A solution of 15.5 g 4-dimethylaminocyclohexanone in 50 ml of dry THF is added dropwise with stirring while maintaining the temperature below -40° C. The resultant solution is st... The reactants are Cl.NO (hydroxylamine hydrochloride), C1=C(C=CC2=CC=CC=C12)OCCOC1=CC=C(C=C1)C(C(=O)O)=O (4-[2-(2-naphthalenyloxy)ethoxy]-alpha-oxobenzeneacetic acid). The solvent is [OH-].[Na+] (sodium hydroxide), CN(C=O)C (dimethylformamide). Run at time 8 hour. The product is ON=C(C(=O)O)C1=CC=C(C=C1)OCCOC1=CC2=CC=CC=C2C=C1 (hydroxyimino-4-[2-(2-naphthalenyloxy)ethoxy]benzeneacetic acid). As a reaction SMILES: Cl.[NH2:2][OH:3].[CH:4]1[C:13]2[C:8](=[CH:9][CH:10]=[CH:11][CH:12]=2)[CH:7]=[CH:6][C:5]=1[O:14][CH2:15][CH2:16][O:17][C:18]1[CH:23]=[CH:22][C:21]([C:24](=O)[C:25]([OH:27])=[O:26])=[CH:20][CH:19]=1>[OH-].[Na+].CN(C)C=O>[OH:3][N:2]=[C:24]([C:21]1[CH:22]=[CH:23][C:18]([O:17][CH2:16][CH2:15][O:14][C:5]2[CH:6]=[CH:7][C:8]3[C:13](=[CH:12][CH:11]=[CH:10][CH:9]=3)[CH:4]=2)=[CH:19][CH:20]=1)[C:25]([OH:27])=[O:26] |f:0.1,3.4|. Procedure details: A solution of hydroxylamine hydrochloride (0.089 g) in 1N sodium hydroxide solution (1.3 mL) was added to a solution of 4-[2-(2-naphthalenyloxy)ethoxy]-alpha-oxobenzeneacetic acid (0.291 g) in dimethylformamide and the mixture was heated on a steam bath till all the solids dissolved. The reactants were maintained in solution by intermittent heating over 2 hours, then the mixture was stirred at room temperature overnight. The formed precipitate was filtered off, then the filtrate was diluted with... Starting materials: CONC(C1=C(C=C(C(=C1)C1=NN(C(=C1F)OC(F)F)C)Cl)Cl)=O (N-methoxy-2,4-dichloro-5-(5-difluoromethoxy-4-fluoro-1-methyl-1H-pyrazol-3-yl)benzamide), C([O-])([O-])=O.[K+].[K+] (potassium carbonate), S(=O)(=O)(OC)OC (dimethyl sulfate). Product: CON=C(C1=C(C=C(C(=C1)C1=NN(C(=C1F)OC(F)F)C)Cl)Cl)OC (Methyl N-methoxy-2,4-dichloro-5-(5-difluoromethoxy-4-fluoro-1-methyl-1H-pyrazol-3-yl)benzimidate). As a reaction SMILES: [CH3:1][O:2][NH:3][C:4](=[O:24])[C:5]1[CH:10]=[C:9]([C:11]2[C:15]([F:16])=[C:14]([O:17][CH:18]([F:20])[F:19])[N:13]([CH3:21])[N:12]=2)[C:8]([Cl:22])=[CH:7][C:6]=1[Cl:23].[C:25](=O)([O-])[O-].[K+].[K+].S(OC)(OC)(=O)=O>>[CH3:1][O:2][N:3]=[C:4]([O:24][CH3:25])[C:5]1[CH:10]=[C:9]([C:11]2[C:15]([F:16])=[C:14]([O:17][CH:18]([F:20])[F:19])[N:13]([CH3:21])[N:12]=2)[C:8]([Cl:22])=[CH:7][C:6]=1[Cl:23] |f:1.2.3|. Reported procedure: Using 0.5 g (1.3 mmol) of N-methoxy-2,4-dichloro-5-(5-difluoromethoxy-4-fluoro-1-methyl-1H-pyrazol-3-yl)benzamide, 0.21 g (1.6 mmol) of potassium carbonate and 0.20 g (1.6 mmol) of dimethyl sulfate and following the procedure described in Example 1, 0.17 g of the desired produce of value was obtained.